From a dataset of the Open Reaction Database (ORD), a public repository of structured organic reaction records. describe an organic reaction: reactants, conditions, products, and yield Starting materials: CN1C2CCCCC12 (7-methyl-7-azabicyclo[4.1.0]heptane), N1CCCCC1 (piperidine), [Cl-].[NH4+] (ammonium chloride). Solvent: O (water). Product: CN[C@H]1[C@@H](CCCC1)N1CCCCC1 (trans-N-methyl-2-(1-piperidinyl)cyclohexanamine). Yield: 41.8%. Reaction SMILES: [CH3:1][N:2]1[CH:8]2[CH:3]1[CH2:4][CH2:5][CH2:6][CH2:7]2.[NH:9]1[CH2:14][CH2:13][CH2:12][CH2:11][CH2:10]1.[Cl-].[NH4+]>O>[CH3:1][NH:2][C@@H:3]1[CH2:8][CH2:7][CH2:6][CH2:5][C@H:4]1[N:9]1[CH2:14][CH2:13][CH2:12][CH2:11][CH2:10]1 |f:2.3|. Procedure: A stirred mixture of 7-methyl-7-azabicyclo[4.1.0]heptane (5.0 ml, 39 mmol), piperidine (3.9 ml, 39 mmol) and 0.2 g of ammonium chloride dissolved in 0.4 ml of water was heated under reflux for 5.5 hours. Normal work-up of the reaction mixture followed by bulb-to-bulb distillation yielded 3.2 g (42%) of trans-N-methyl-2-(1-piperidinyl)cyclohexanamine as a colorless liquid, bp 210° C. (at a pressure of 2666 Pascal). The reactants are Cc1ccc(S(=O)(=O)N(CCCN2C(=O)c3ccccc3C2=O)CC(F)(F)CCOS(C)(=O)=O)cc1, O=C1NC(=O)c2ccccc21, [K], CN(C)C=O, O. Product: Cc1ccc(S(=O)(=O)N(CCCN2C(=O)c3ccccc3C2=O)CC(F)(F)CCN2C(=O)c3ccccc3C2=O)cc1. Reaction SMILES: [C:1]1(=[O:36])[c:2]2[c:3]([cH:32][cH:33][cH:34][cH:35]2)[C:4](=[O:31])[N:5]1[CH2:6][CH2:7][CH2:8][N:9]([CH2:10][C:11]([CH2:12][CH2:13][O:14][S:15]([CH3:16])(=[O:17])=[O:18])([F:19])[F:20])[S:21](=[O:22])(=[O:23])[c:24]1[cH:25][cH:26][c:27]([CH3:30])[cH:28][cH:29]1.[C:37]1(=[O:47])[c:38]2[c:39]([cH:43][cH:44][cH:45][cH:46]2)[C:40](=[O:42])[NH:41]1.[K:48].[O:49]=[CH:50][N:51]([CH3:52])[CH3:53].[OH2:54]>>[C:1]1(=[O:36])[c:2]2[c:3]([cH:32][cH:33][cH:34][cH:35]2)[C:4](=[O:31])[N:5]1[CH2:6][CH2:7][CH2:8][N:9]([CH2:10][C:11]([CH2:12][CH2:50][N:41]1[C:37](=[O:47])[c:38]2[c:39]([cH:43][cH:44][cH:45][cH:46]2)[C:40]1=[O:42])([F:19])[F:20])[S:21](=[O:22])(=[O:23])[c:24]1[cH:25][cH:26][c:27]([CH3:30])[cH:28][cH:29]1. Starting materials: CCO, [Cl-], [Fe], O=C1CCCCc2ccc([N+](=O)[O-])cc21, [NH4+], O. Product: Nc1ccc2c(c1)C(=O)CCCC2. Reaction SMILES: [CH3:18][CH2:19][OH:20].[Cl-:16].[Fe:22].[N+:1]([O-:2])(=[O:3])[c:4]1[cH:5][c:6]2[c:7]([cH:14][cH:15]1)[CH2:8][CH2:9][CH2:10][CH2:11][C:12]2=[O:13].[NH4+:17].[OH2:21]>>[NH2:1][c:4]1[cH:5][c:6]2[c:7]([cH:14][cH:15]1)[CH2:8][CH2:9][CH2:10][CH2:11][C:12]2=[O:13]. Starting materials: CO (methanol), O1CCCC1 (tetrahydrofuran), CC1=NN(C=2NC3=CC=C(C=C3C(C21)=O)SC)C2=NC=CC=C2 (3-methyl-6-(methylsulfanyl)-1-(2-pyridinyl)-1,9-dihydro-4H-pyrazolo[3,4-b]quinolin-4-one), I(=O)(=O)(=O)[O-].[Na+] (sodium periodate), O (water). Product: CC1=NN(C=2NC3=CC=C(C=C3C(C21)=O)S(=O)(=O)C)C2=NC=CC=C2 (3-Methyl-6-(methylsulfonyl)-1-(2-pyridinyl)-1,9-dihydro-4H-pyrazolo[3,4-b]quinolin-4-one). Yield: 15.0%. Reaction SMILES: [CH3:1][OH:2].[O:3]1CCCC1.[CH3:8][C:9]1[C:21]2C(=O)[C:19]3[C:14](=[CH:15][CH:16]=[C:17]([S:23][CH3:24])[CH:18]=3)[NH:13][C:12]=2[N:11]([C:25]2[CH:30]=[CH:29][CH:28]=[CH:27][N:26]=2)[N:10]=1.I([O-])(=O)(=O)=O.[Na+].[OH2:37]>>[CH3:8][C:9]1[C:21]2[C:1](=[O:2])[C:19]3[C:14](=[CH:15][CH:16]=[C:17]([S:23]([CH3:24])(=[O:3])=[O:37])[CH:18]=3)[NH:13][C:12]=2[N:11]([C:25]2[CH:30]=[CH:29][CH:28]=[CH:27][N:26]=2)[N:10]=1 |f:3.4|. Reported procedure: A solution in a mixed solvent of methanol (40 mL), tetrahydrofuran (10 mL) and water (10 mL), of 3-methyl-6-(methylsulfanyl)-1-(2-pyridinyl)-1,9-dihydro-4H-pyrazolo[3,4-b]quinolin-4-one (1.00 g, 3.10 mmol), and sodium periodate (1.99 g, 9.30 mmol) was heated under reflux for 5 days. The solution was allowed to cool to room temperature, and concentrated under reduced pressure. The residue was poured into water, and the organic matter was extracted with chloroform. The extract was washed with satu... The reactants are BrC1=CC=C(C=C1)[C@H](C)NC(=O)C1CC1 (N-[(1S)-1-(4-bromophenyl)ethyl]cyclopropanecarboxamide), FC(C=1C=C(C=C(C1)C(F)(F)F)C1(CNCC1)C(F)(F)F)(F)F (3-[3,5-bis(trifluoromethyl)phenyl]-3-(trifluoromethyl)pyrrolidine), CC(C)([O-])C.[Na+] (sodium t-butoxide), C1(=CC=CC=C1)C (toluene). Reagents/catalysts: C1=CC=C(C=C1)/C=C/C(=O)/C=C/C2=CC=CC=C2.C1=CC=C(C=C1)/C=C/C(=O)/C=C/C2=CC=CC=C2.C1=CC=C(C=C1)/C=C/C(=O)/C=C/C2=CC=CC=C2.C(Cl)(Cl)Cl.[Pd].[Pd] (tris(dibenzylideneacetone)dipalladium(0)-chloroform adduct), C1(=CC=CC=C1)P(C1=CC=CC=2C(C3=CC=CC(=C3OC12)P(C1=CC=CC=C1)C1=CC=CC=C1)(C)C)C1=CC=CC=C1 (4,5-bis(diphenylphosphino)-9,9-dimethylxanthene). Solvent: C(C)(=O)OCC (ethyl acetate). Product: FC(C=1C=C(C=C(C1)C(F)(F)F)C1(CN(CC1)C1=CC=C(C=C1)[C@H](C)NC(=O)C1CC1)C(F)(F)F)(F)F (N-[(1S)-1-(4-{3-[3,5-bis-(trifluoromethyl)phenyl]-3-(trifluoromethyl)pyrrolidin-1-yl}phenyl)ethyl]cyclopropanecarboxamide). Isolated yield 100.0%. RXN SMILES: Br[C:2]1[CH:7]=[CH:6][C:5]([C@@H:8]([NH:10][C:11]([CH:13]2[CH2:15][CH2:14]2)=[O:12])[CH3:9])=[CH:4][CH:3]=1.[F:16][C:17]([F:38])([F:37])[C:18]1[CH:19]=[C:20]([C:28]2([C:33]([F:36])([F:35])[F:34])[CH2:32][CH2:31][NH:30][CH2:29]2)[CH:21]=[C:22]([C:24]([F:27])([F:26])[F:25])[CH:23]=1.CC(C)([O-])C.[Na+].C1(C)C=CC=CC=1>C1C=CC(/C=C/C(/C=C/C2C=CC=CC=2)=O)=CC=1.C1C=CC(/C=C/C(/C=C/C2C=CC=CC=2)=O)=CC=1.C1C=CC(/C=C/C(/C=C/C2C=CC=CC=2)=O)=CC=1.C(Cl)(Cl)Cl.[Pd].[Pd].C1(P(C2C=CC=CC=2)C2C3OC4C(=CC=CC=4P(C4C=CC=CC=4)C4C=CC=CC=4)C(C)(C)C=3C=CC=2)C=CC=CC=1.C(OCC)(=O)C>[F:26][C:24]([F:25])([F:27])[C:22]1[CH:21]=[C:20]([C:28]2([C:33]([F:36])([F:34])[F:35])[CH2:32][CH2:31][N:30]([C:2]3[CH:7]=[CH:6][C:5]([C@@H:8]([NH:10][C:11]([CH:13]4[CH2:15][CH2:14]4)=[O:12])[CH3:9])=[CH:4][CH:3]=3)[CH2:29]2)[CH:19]=[C:18]([C:17]([F:16])([F:37])[F:38])[CH:23]=1 |f:2.3,5.6.7.8.9.10|. Reported procedure: To a reaction vessel, N-[(1S)-1-(4-bromophenyl)ethyl]cyclopropanecarboxamide (134 mg), 3-[3,5-bis(trifluoromethyl)phenyl]-3-(trifluoromethyl)pyrrolidine (211 mg), sodium t-butoxide (96 mg), tris(dibenzylideneacetone)dipalladium(0)-chloroform adduct (10 mg), 4,5-bis(diphenylphosphino)-9,9-dimethylxanthene (18 mg) and toluene (6 ml) were added, and reacted in a microwave reactor (Initiator™, manufactured by Biotage) for 10 minutes at 120° C. Upon the completion of the reaction, ethyl acetate was a... The reactants are [BH4-], CCOC(=O)c1sc2ccncc2c1C, CCO, [Ca+2], [Cl-], [Cl-], [Cl-], [NH4+], [Na+], C1CCOC1. The product is Cc1c(C=O)sc2ccncc12. Reaction SMILES: [BH4-:19].[CH3:1][c:2]1[c:3]([C:11](=[O:12])[O:13][CH2:14][CH3:15])[s:4][c:5]2[c:6]1[cH:7][n:8][cH:9][cH:10]2.[CH3:28][CH2:29][OH:30].[Ca+2:18].[Cl-:16].[Cl-:17].[Cl-:21].[NH4+:22].[Na+:20].[O:23]1[CH2:24][CH2:25][CH2:26][CH2:27]1>>[CH3:1][c:2]1[c:3]([CH:11]=[O:12])[s:4][c:5]2[c:6]1[cH:7][n:8][cH:9][cH:10]2. The reactants are CC(C)(C)[Si](C)(C)OCc1ccc(C=O)cc1Cl, CCOP(=O)(Cc1ccccc1)OCC, CN(C)C=O, [H-], [Na+], O. Yields the product CC(C)(C)[Si](C)(C)OCc1ccc(C=Cc2ccccc2)cc1Cl. RXN SMILES: [C:3]([CH3:4])([CH3:5])([CH3:6])[Si:7]([O:8][CH2:9][c:10]1[c:11]([Cl:18])[cH:12][c:13]([CH:14]=[O:15])[cH:16][cH:17]1)([CH3:19])[CH3:20].[CH2:21]([c:22]1[cH:23][cH:24][cH:25][cH:26][cH:27]1)[P:28](=[O:29])([O:30][CH2:31][CH3:32])[O:33][CH2:34][CH3:35].[CH3:37][N:38]([CH3:39])[CH:40]=[O:41].[H-:1].[Na+:2].[OH2:36]>>[C:3]([CH3:4])([CH3:5])([CH3:6])[Si:7]([O:8][CH2:9][c:10]1[c:11]([Cl:18])[cH:12][c:13]([CH:14]=[CH:21][c:22]2[cH:23][cH:24][cH:25][cH:26][cH:27]2)[cH:16][cH:17]1)([CH3:19])[CH3:20].